The task is: describe an organic reaction: reactants, conditions, products, and yield. This data is from the Open Reaction Database (ORD), a public repository of structured organic reaction records. Starting materials: CO, [K+], C1COCCO1, [OH-], CC(=O)N1CCN(c2ccc(Nc3nc(NC(C)CO)c4ccn(S(=O)(=O)c5ccc(C)cc5)c4n3)cc2)CC1. Product: CC(=O)N1CCN(c2ccc(Nc3nc(NC(C)CO)c4cc[nH]c4n3)cc2)CC1. RXN SMILES: [CH3:43][OH:44].[K+:42].[O:45]1[CH2:46][CH2:47][O:48][CH2:49][CH2:50]1.[OH-:41].[OH:1][CH2:2][CH:3]([CH3:4])[NH:5][c:6]1[c:7]2[c:8]([n:9][c:10]([NH:12][c:13]3[cH:14][cH:15][c:16]([N:19]4[CH2:20][CH2:21][N:22]([C:25]([CH3:26])=[O:27])[CH2:23][CH2:24]4)[cH:17][cH:18]3)[n:11]1)[n:28]([S:31]([c:32]1[cH:33][cH:34][c:35]([CH3:36])[cH:37][cH:38]1)(=[O:39])=[O:40])[cH:29][cH:30]2>>[OH:1][CH2:2][CH:3]([CH3:4])[NH:5][c:6]1[c:7]2[c:8]([n:9][c:10]([NH:12][c:13]3[cH:14][cH:15][c:16]([N:19]4[CH2:20][CH2:21][N:22]([C:25]([CH3:26])=[O:27])[CH2:23][CH2:24]4)[cH:17][cH:18]3)[n:11]1)[nH:28][cH:29][cH:30]2. The reactants are C(C)(=O)[O-].[Na+] (sodium acetate), [Cl-].C[N+]1(CCCC1)COC (N-Methyl-N-Methoxymethylpyrrolidinium Chloride). Run in CO (methanol). Product: C(C)(=O)[O-].COC[N+]1(CCCC1)C (N-Methoxymethyl-N-Methylpyrrolidinium Acetate). As a reaction SMILES: [C:1]([O-:4])(=[O:3])[CH3:2].[Na+].[Cl-].[CH3:7][N+:8]1([CH2:13][O:14][CH3:15])[CH2:12][CH2:11][CH2:10][CH2:9]1>CO>[C:1]([O-:4])(=[O:3])[CH3:2].[CH3:15][O:14][CH2:13][N+:8]1([CH3:7])[CH2:12][CH2:11][CH2:10][CH2:9]1 |f:0.1,2.3,5.6|. Procedure details: A 9.46 g quantity of sodium acetate (product of Wako Pure Chemical Ind. Ltd.) was dissolved in 95 g of methanol, and 19.10 g of N-methoxymethyl-N-methylpyrrolidinium chloride was added to the solution. The mixture was reacted at room temperature for 1.5 hours, whereby the reaction was terminated. The reaction mixture was filtered, and the filtrate was concentrated and dried in a vacuum. To the residue was added 100 ml of dichloromethane, followed by filtration with a membrane filter, concentrati...